describe an organic reaction: reactants, conditions, products, and yield From a dataset of the Open Reaction Database (ORD), a public repository of structured organic reaction records. Reactants: K-tert.-butylate, Cl.NO (hydroxylamine hydrochloride), OC1=CC=C(C#N)C=C1 (4-hydroxybenzonitrile). The solvent is CO (methanol). Product: OC1=CC=C(C(=N)NO)C=C1 (4,N-dihydroxy-benzamidine). Yield: 69.4%. RXN SMILES: Cl.[NH2:2][OH:3].[OH:4][C:5]1[CH:12]=[CH:11][C:8]([C:9]#[N:10])=[CH:7][CH:6]=1>CO>[OH:4][C:5]1[CH:12]=[CH:11][C:8]([C:9]([NH:2][OH:3])=[NH:10])=[CH:7][CH:6]=1 |f:0.1|. Procedure details: To dry methanol (285 mL) is carefully added K-tert.-butylate (28.28 g, 252 mmol) followed by hydroxylamine hydrochloride (15.0 g, 216 mmol). The suspension is stirred for 30 min before 4-hydroxybenzonitrile (8.58 g, 72 mmol) is added. The mixture is refluxed for 40 h, the solvent is evaporated and the residue is acidified by adding 2 N aq. HCl. The solution is extracted twice with DCM (100 mL). The aq. layer is basified by adding solid NaHCO3. The product precipitates, is filtered off, washed wi...